This data is from the Open Reaction Database (ORD), a public repository of structured organic reaction records. The task is: describe an organic reaction: reactants, conditions, products, and yield The reactants are IC=1N=C(N2C1C(=NC=C2)N)C2CCC2N2CCN(CC2)C (1-Iodo-3-[4-(4-methyl-piperazin-1-yl)-cyclobutyl]-imidazo[1,5-a]pyrazin-8-ylamine), C1(=CC=CC=C1)C1=NC2=CC(=CC=C2C(=C1)C(F)(F)F)B1OC(C(O1)(C)C)(C)C (2-phenyl-7-(4,4,5,5-tetramethyl-[1,3,2]dioxaborolan-2-yl)-4-trifluoromethyl-quinoline), C([O-])([O-])=O.[Cs+].[Cs+] (cesium carbonate), COCCOC (1,2-dimethoxyethane). The reagents and catalysts are C=1C=CC(=CC1)[P](C=2C=CC=CC2)(C=3C=CC=CC3)[Pd]([P](C=4C=CC=CC4)(C=5C=CC=CC5)C=6C=CC=CC6)([P](C=7C=CC=CC7)(C=8C=CC=CC8)C=9C=CC=CC9)[P](C=1C=CC=CC1)(C=1C=CC=CC1)C=1C=CC=CC1 (tetrakis(triphenylphosphine)palladium(0)). The solvent is O (water). Reaction conditions: temperature 75 celsius, time 8 hour. Yields the product CN1CCN(CC1)C1CCC1C1=NC(=C2N1C=CN=C2N)C2=CC=C1C(=CC(=NC1=C2)C2=CC=CC=C2)C(F)(F)F (3-[4-(4-Methyl-piperazin-1-yl)-cyclobutyl]-1-(2-phenyl-4-trifluoromethyl-quinolin-7-yl)-imidazo[1,5-a]pyrazin-8-ylamine). As a reaction SMILES: I[C:2]1[N:3]=[C:4]([CH:12]2[CH:15]([N:16]3[CH2:21][CH2:20][N:19]([CH3:22])[CH2:18][CH2:17]3)[CH2:14][CH2:13]2)[N:5]2[CH:10]=[CH:9][N:8]=[C:7]([NH2:11])[C:6]=12.[C:23]1([C:29]2[CH:38]=[C:37]([C:39]([F:42])([F:41])[F:40])[C:36]3[C:31](=[CH:32][C:33](B4OC(C)(C)C(C)(C)O4)=[CH:34][CH:35]=3)[N:30]=2)[CH:28]=[CH:27][CH:26]=[CH:25][CH:24]=1.C(=O)([O-])[O-].[Cs+].[Cs+].COCCOC>C1C=CC([P]([Pd]([P](C2C=CC=CC=2)(C2C=CC=CC=2)C2C=CC=CC=2)([P](C2C=CC=CC=2)(C2C=CC=CC=2)C2C=CC=CC=2)[P](C2C=CC=CC=2)(C2C=CC=CC=2)C2C=CC=CC=2)(C2C=CC=CC=2)C2C=CC=CC=2)=CC=1.O>[CH3:22][N:19]1[CH2:20][CH2:21][N:16]([CH:15]2[CH:12]([C:4]3[N:5]4[CH:10]=[CH:9][N:8]=[C:7]([NH2:11])[C:6]4=[C:2]([C:33]4[CH:32]=[C:31]5[C:36]([C:37]([C:39]([F:42])([F:40])[F:41])=[CH:38][C:29]([C:23]6[CH:28]=[CH:27][CH:26]=[CH:25][CH:24]=6)=[N:30]5)=[CH:35][CH:34]=4)[N:3]=3)[CH2:13][CH2:14]2)[CH2:17][CH2:18]1 |f:2.3.4,^1:67,69,88,107|. Procedure: 1-Iodo-3-[4-(4-methyl-piperazin-1-yl)-cyclobutyl]-imidazo[1,5-a]pyrazin-8-ylamine (120 mg, 0.00029 mole), 2-phenyl-7-(4,4,5,5-tetramethyl-[1,3,2]dioxaborolan-2-yl)-4-trifluoromethyl-quinoline (230 mg, 0.00058 mole), cesium carbonate (330 mg, 0.0010 mole), 1,2-dimethoxyethane (6 mL, 0.06 mole) and water (1 mL) were combined in a 25 ml round bottom flask with a magnetic stir bar. The flask was subjected to three vacuum, argon cycles and charged with tetrakis(triphenylphosphine)palladium(0) (35 mg,... Starting materials: BrCCCCOc1cc(Br)ccc1Br, [Li]CCCC, CCCCCC, C1CCOC1, O. Product: Brc1ccc2c(c1)OCCCC2. As a reaction SMILES: [Br:1][c:2]1[c:3]([O:9][CH2:10][CH2:11][CH2:12][CH2:13][Br:14])[cH:4][c:5]([Br:8])[cH:6][cH:7]1.[CH2:15]([Li:16])[CH2:17][CH2:18][CH3:19].[CH3:26][CH2:27][CH2:28][CH2:29][CH2:30][CH3:31].[O:21]1[CH2:22][CH2:23][CH2:24][CH2:25]1.[OH2:20]>>[c:2]12[c:3]([cH:4][c:5]([Br:8])[cH:6][cH:7]1)[O:9][CH2:10][CH2:11][CH2:12][CH2:13]2. Starting materials: C1(=CC=CC=C1)CCC1=CC=C(COC2=C(C=CC=C2)CCN)C=C1 (2-(2-{[4-(2-phenylethyl)-benzyl]oxy}phenyl)ethylamine), C(=O)C1=CC=C(C(=O)OC(C)(C)C)C=C1 (tert-butyl 4-formylbenzoate). The product is C1(=CC=CC=C1)CCC1=CC=C(COC2=C(C=CC=C2)CCNCC2=CC=C(C(=O)OC(C)(C)C)C=C2)C=C1 (Tert-butyl 4-({[2-(2-{[4-(2-phenylethyl)benzyl]oxy}phenyl)ethyl]amino}-methyl)benzoate). As a reaction SMILES: [C:1]1([CH2:7][CH2:8][C:9]2[CH:25]=[CH:24][C:12]([CH2:13][O:14][C:15]3[CH:20]=[CH:19][CH:18]=[CH:17][C:16]=3[CH2:21][CH2:22][NH2:23])=[CH:11][CH:10]=2)[CH:6]=[CH:5][CH:4]=[CH:3][CH:2]=1.[CH:26]([C:28]1[CH:40]=[CH:39][C:31]([C:32]([O:34][C:35]([CH3:38])([CH3:37])[CH3:36])=[O:33])=[CH:30][CH:29]=1)=O>>[C:1]1([CH2:7][CH2:8][C:9]2[CH:10]=[CH:11][C:12]([CH2:13][O:14][C:15]3[CH:20]=[CH:19][CH:18]=[CH:17][C:16]=3[CH2:21][CH2:22][NH:23][CH2:26][C:28]3[CH:40]=[CH:39][C:31]([C:32]([O:34][C:35]([CH3:36])([CH3:38])[CH3:37])=[O:33])=[CH:30][CH:29]=3)=[CH:24][CH:25]=2)[CH:2]=[CH:3][CH:4]=[CH:5][CH:6]=1. Reported procedure: This compound was prepared analogously to Ex. 1.1 from 2-(2-{[4-(2-phenylethyl)-benzyl]oxy}phenyl)ethylamine and tert-butyl 4-formylbenzoate. Reactants: CC1=NN=C(S1)N=C=O (5-Methyl-1,3,4-thiadiazol-2-yl isocyanate), C(C)NN (ethylhydrazine), NN (hydrazine). The solvent is C(Cl)Cl (methylene chloride). Product: C(C)N(N)C(=O)NC=1SC(=NN1)C (2-ethyl-4-(5-methyl-1,3,4-thiadiazol-2-yl)semicarbazide). As a reaction SMILES: [CH2:1]([NH:3][NH2:4])[CH3:2].[CH3:5][C:6]1[S:10][C:9]([N:11]=[C:12]=[O:13])=[N:8][N:7]=1.NN>C(Cl)Cl>[CH2:1]([N:3]([C:12]([NH:11][C:9]1[S:10][C:6]([CH3:5])=[N:7][N:8]=1)=[O:13])[NH2:4])[CH3:2]. Reported procedure: A solution of ethylhydrazine (0.3 mole) in methylene chloride (150 ml) is charged into a glass reaction vessel equipped with a mechanical stirrer, thermometer and reflux condenser. 5-Methyl-1,3,4-thiadiazol-2-yl isocyanate dimer (0.1 mole) is then added, with stirring, at room temperature. After the addition is completed the reaction mixture is heated at reflux for a period of about 4 hours. After this time the reaction mixture is stripped of solvent and excess hydrazine to yield the desired pro...